This data is from the Open Reaction Database (ORD), a public repository of structured organic reaction records. The task is: describe an organic reaction: reactants, conditions, products, and yield Starting materials: O1CCCOC2=C1C=CC(=C2)C=O (3,4-dihydro-2H-1,5-benzodioxepine-7-carbaldehyde), CC(C(C)=O)C (3-methyl-2-butanone), [OH-].[Na+] (sodium hydroxide). Reaction conditions: time 24 hour. The solvent is CO (MeOH). As a reaction SMILES: [O:1]1[C:7]2[CH:8]=[CH:9][C:10]([CH:12]=O)=[CH:11][C:6]=2[O:5][CH2:4][CH2:3][CH2:2]1.[CH3:14][CH:15]([CH3:19])[C:16](=[O:18])[CH3:17].[OH-].[Na+]>CO>[O:1]1[C:7]2[CH:8]=[CH:9][C:10]([CH:12]=[CH:17][C:16](=[O:18])[CH:15]([CH3:19])[CH3:14])=[CH:11][C:6]=2[O:5][CH2:4][CH2:3][CH2:2]1 |f:2.3|. The product is O1CCCOC2=C1C=CC(=C2)C=CC(C(C)C)=O (1-(3,4-dihydro-2H-1,5-benzodioxepine-7-yl)-4-methyl-1-penten-3-one). Procedure: The MeOH (5 mL) solution of 3,4-dihydro-2H-1,5-benzodioxepine-7-carbaldehyde (445 mg) and 3-methyl-2-butanone (195 mg) was treated with aq. sodium hydroxide (1N, 1 ml) and the mixture was stirred for 24 hours. The reaction was partitioned between 10 ml water and 40 ml ethyl acetate. The organic layer was then sequentially washed with aq. hydrochloric acid (1N, 20 ml), water (20 ml), and Brine (20 ml) and then concentrated under reduced pressure. The residue was purified with flash chromatography... Starting materials: CC(=O)O, Cc1cnc(Cl)nc1N, Nc1cccc(S(=O)(=O)N2CCCCC2)c1. Yields the product Cc1cnc(Nc2cccc(S(=O)(=O)N3CCCCC3)c2)nc1N. As a reaction SMILES: [CH3:26][C:27](=[O:28])[OH:29].[Cl:1][c:2]1[n:3][cH:4][c:5]([CH3:9])[c:6]([NH2:8])[n:7]1.[N:10]1([S:16](=[O:17])(=[O:18])[c:19]2[cH:20][c:21]([NH2:25])[cH:22][cH:23][cH:24]2)[CH2:11][CH2:12][CH2:13][CH2:14][CH2:15]1>>[c:2]1([NH:25][c:21]2[cH:20][c:19]([S:16]([N:10]3[CH2:11][CH2:12][CH2:13][CH2:14][CH2:15]3)(=[O:17])=[O:18])[cH:24][cH:23][cH:22]2)[n:3][cH:4][c:5]([CH3:9])[c:6]([NH2:8])[n:7]1. Reactants: O (Water), Cl.N(N)C1=C(C(=O)O)C=CC=C1 (2-hydrazinylbenzoic acid hydrochloride), C(#N)/C(/C(=O)OCC)=C\OCC ((E)-ethyl 2-cyano-3-ethoxyacrylate), C(C)(=O)[O-].[Na+] (sodium acetate). The solvent is CN(C)C=O (DMF). Run at temperature 140 celsius, time 1 hour. Product: COC(=O)C=1C=NN2C1NC(C1=CC=CC=C21)=O (Methyl-5-oxo-4,5-dihydropyrazolo[1,5-a]quinazoline-3-carboxylate). Reaction SMILES: Cl.[NH:2]([C:4]1[CH:12]=[CH:11][CH:10]=[CH:9][C:5]=1[C:6]([OH:8])=O)[NH2:3].[C:13](/[C:15](=[CH:21]\OCC)/[C:16]([O:18][CH2:19]C)=[O:17])#[N:14].C([O-])(=O)C.[Na+].O>CN(C=O)C>[CH3:19][O:18][C:16]([C:15]1[CH:21]=[N:3][N:2]2[C:4]3[C:5](=[CH:9][CH:10]=[CH:11][CH:12]=3)[C:6](=[O:8])[NH:14][C:13]=12)=[O:17] |f:0.1,3.4|. Procedure details: A mixture of 2-hydrazinylbenzoic acid hydrochloride (1.05 g, 5.57 mmol), (E)-ethyl 2-cyano-3-ethoxyacrylate (0.9 g, 5.32 mmol) and sodium acetate (0.457 g, 5.57 mmol) in DMF (7 mL) was heated to 140° C. for 2 h then cooled. Water (5 mL) was added and the mixture was stirred at ambient temperature for 1 h then filtered. The solid was washed with H2O, EtOH and Et2O then dried. Reactants: IC1=CC=C(OCC=2C=C(OC2C)C(=O)O)C=C1 (4-(4-Iodo-phenoxymethyl)-5-methyl-furan-2-carboxylic acid), CN(C1=CC=C(C=C1)B(O)O)C ((4-dimethylamino-phenyl)-boronic acid). Product: CN(C1=CC=C(C=C1)C1=CC=C(C=C1)OCC=1C=C(OC1C)C(=O)O)C (4-(4′-Dimethylamino-biphenyl-4-yloxymethyl)-5-methyl-furan-2-carboxylic acid). RXN SMILES: I[C:2]1[CH:18]=[CH:17][C:5]([O:6][CH2:7][C:8]2[CH:9]=[C:10]([C:14]([OH:16])=[O:15])[O:11][C:12]=2[CH3:13])=[CH:4][CH:3]=1.[CH3:19][N:20]([CH3:30])[C:21]1[CH:26]=[CH:25][C:24](B(O)O)=[CH:23][CH:22]=1>>[CH3:19][N:20]([CH3:30])[C:21]1[CH:26]=[CH:25][C:24]([C:2]2[CH:18]=[CH:17][C:5]([O:6][CH2:7][C:8]3[CH:9]=[C:10]([C:14]([OH:16])=[O:15])[O:11][C:12]=3[CH3:13])=[CH:4][CH:3]=2)=[CH:23][CH:22]=1. Procedure details: Compound (113) was prepared from compound (26) and (4-dimethylamino-phenyl)-boronic acid by adapting the procedure of Example 27B. LC/MS System B; Rt=1.83 mins, m/z (ES−)=350 (M−H for C21H21NO4). Starting materials: Cl, CCc1cnn(C2CC(n3cnc4c(NCC(c5ccccc5)c5ccccc5)nc(N5CCC(N)C5)nc43)C(O)C2O)n1, CCc1nnn(C2CC(n3cnc4c(NCC(c5ccccc5)c5ccccc5)nc(N5CCC(NC(=O)Nc6ccncc6)C5)nc43)C(O)C2O)n1. Yields the product Cl, CCc1cnn(C2CC(n3cnc4c(NCC(c5ccccc5)c5ccccc5)nc(N5CCC(NC(=O)Nc6ccncc6)C5)nc43)C(O)C2O)n1. Reaction SMILES: [ClH:45].[NH2:1][CH:2]1[CH2:3][N:4]([c:7]2[n:8][c:9]([NH:30][CH2:31][CH:32]([c:33]3[cH:34][cH:35][cH:36][cH:37][cH:38]3)[c:39]3[cH:40][cH:41][cH:42][cH:43][cH:44]3)[c:10]3[n:11][cH:12][n:13]([CH:16]4[CH:17]([OH:29])[CH:18]([OH:28])[CH:19]([n:21]5[n:22][cH:23][c:24]([CH2:26][CH3:27])[n:25]5)[CH2:20]4)[c:14]3[n:15]2)[CH2:5][CH2:6]1.[c:46]1([CH:47]([c:48]2[cH:49][cH:50][cH:51][cH:52][cH:53]2)[CH2:54][NH:55][c:56]2[n:57][c:58]([N:59]3[CH2:60][CH2:61][CH:62]([NH:63][C:70](=[O:71])[NH:72][c:73]4[cH:74][cH:75][n:76][cH:77][cH:78]4)[CH2:64]3)[n:65][c:66]3[c:67]2[n:68][cH:69][n:79]3[CH:80]2[CH2:81][CH:82]([n:83]3[n:84][n:85][c:86]([CH2:87][CH3:88])[n:89]3)[CH:90]([OH:91])[CH:92]2[OH:93])[cH:94][cH:95][cH:96][cH:97][cH:98]1>>[ClH:45].[NH:1]([CH:2]1[CH2:3][N:4]([c:7]2[n:8][c:9]([NH:30][CH2:31][CH:32]([c:33]3[cH:34][cH:35][cH:36][cH:37][cH:38]3)[c:39]3[cH:40][cH:41][cH:42][cH:43][cH:44]3)[c:10]3[n:11][cH:12][n:13]([CH:16]4[CH:17]([OH:29])[CH:18]([OH:28])[CH:19]([n:21]5[n:22][cH:23][c:24]([CH2:26][CH3:27])[n:25]5)[CH2:20]4)[c:14]3[n:15]2)[CH2:5][CH2:6]1)[C:70](=[O:71])[NH:72][c:73]1[cH:74][cH:75][n:76][cH:77][cH:78]1.